From a dataset of the Open Reaction Database (ORD), a public repository of structured organic reaction records. describe an organic reaction: reactants, conditions, products, and yield Reactants: COc2ccc1ccccc1c2 (substrate), c3ccc(Cn2cnc1ccccc12)cc3 (effective_coupling_partner). Reagents/catalysts: IPr. Reaction conditions: temperature 90 celsius, time 16 hour. Yields the product c5ccc(Cn4c(c2ccc1ccccc1c2)nc3ccccc34)cc5. The reactants are Cl (HCl), [H-].C(C(C)C)[Al+]CC(C)C (diisobutylaluminium hydride), C1(=CC=CC=C1)C (toluene), S1C=2N(CC1)C=C(N2)C(=O)OCC (Ethyl 2,3-dihydroimidazo[2,1-b]thiazole-6-carboxylate). Run in ClCCl (dichloromethane), O (Water). Run at temperature -70 celsius, time 0.5 hour. Product: S1C=2N(CC1)C=C(N2)C=O (2,3-Dihydroimidazo[2,1-b]thiazole-6-carboxaldehyde). The yield is 42.8%. RXN SMILES: [S:1]1[CH2:5][CH2:4][N:3]2[CH:6]=[C:7]([C:9](OCC)=[O:10])[N:8]=[C:2]12.[H-].C([Al+]CC(C)C)C(C)C.C1(C)C=CC=CC=1.Cl>ClCCl.O>[S:1]1[CH2:5][CH2:4][N:3]2[CH:6]=[C:7]([CH:9]=[O:10])[N:8]=[C:2]12 |f:1.2|. Procedure details: Ethyl 2,3-dihydroimidazo[2,1-b]thiazole-6-carboxylate (4.2 g; 21.21 mmol) was dissolved in dry dichloromethane (150 ml) and cooled to −70° C. under a stream of dry argon. This solution was treated with a solution of diisobutylaluminium hydride in toluene (1.5M, 26.9 ml, 2 equivalents) over 40 minutes at −70° C. The reaction mixture was stirred at −70° C. for a further 0.5 h. Water (10 ml) was added and the mixture stirred at ambient temperature for 0.5 hr. The mixture was acidified with 5M HCl, ... Reactants: CCOC(=O)C1=CC(OC(CC)CC)C2OC2C1, C=CCN, CC#N, COC(C)(C)C, [NH4+], [NH4+], O=S(=O)([O-])[O-]. The product is C=CCNC1CC(C(=O)OCC)=CC(OC(CC)CC)C1O. RXN SMILES: [CH2:1]([CH3:2])[O:3][C:4](=[O:5])[C:6]1=[CH:12][CH:11]([O:13][CH:14]([CH2:15][CH3:16])[CH2:17][CH3:18])[CH:10]2[CH:8]([CH2:7]1)[O:9]2.[CH2:22]([CH:23]=[CH2:24])[NH2:25].[CH3:19][C:20]#[N:21].[CH3:33][O:34][C:35]([CH3:36])([CH3:37])[CH3:38].[NH4+:26].[NH4+:27].[O-:28][S:29](=[O:30])(=[O:31])[O-:32]>>[CH2:1]([CH3:2])[O:3][C:4](=[O:5])[C:6]1=[CH:12][CH:11]([O:13][CH:14]([CH2:15][CH3:16])[CH2:17][CH3:18])[CH:10]([OH:9])[CH:8]([NH:25][CH2:22][CH:23]=[CH2:24])[CH2:7]1. Reactants: CC(=O)OCC1OC(OC(C)=O)C(NC(=S)NC(=O)OCC2c3ccccc3-c3ccccc32)C(OC(C)=O)C1OC(C)=O, Cl[Sn](Cl)(Cl)Cl, ClCCl, [Na+], O=C([O-])O. Yields the product CC(=O)OCC1OC2SC(NC(=O)OCC3c4ccccc4-c4ccccc43)=NC2C(OC(C)=O)C1OC(C)=O. Reaction SMILES: [C:1]([O:2][CH:5]1[O:6][CH:7]([CH2:40][O:41][C:42]([CH3:43])=[O:44])[CH:8]([O:36][C:37]([CH3:38])=[O:39])[CH:9]([O:32][C:33]([CH3:34])=[O:35])[CH:10]1[NH:11][C:12](=[S:13])[NH:14][C:15](=[O:16])[O:17][CH2:18][CH:19]1[c:20]2[cH:21][cH:22][cH:23][cH:24][c:25]2-[c:26]2[cH:27][cH:28][cH:29][cH:30][c:31]21)(=[O:3])[CH3:4].[Cl:45][Sn:46]([Cl:47])([Cl:48])[Cl:49].[Cl:55][CH2:56][Cl:57].[Na+:54].[O-:50][C:51]([OH:52])=[O:53]>>[CH:5]12[O:6][CH:7]([CH2:40][O:41][C:42]([CH3:43])=[O:44])[CH:8]([O:36][C:37]([CH3:38])=[O:39])[CH:9]([O:32][C:33]([CH3:34])=[O:35])[CH:10]1[N:11]=[C:12]([NH:14][C:15](=[O:16])[O:17][CH2:18][CH:19]1[c:20]3[cH:21][cH:22][cH:23][cH:24][c:25]3-[c:26]3[cH:27][cH:28][cH:29][cH:30][c:31]31)[S:13]2. Starting materials: ClC=1C=C(C(=O)O)C=CC1C(NC1=CC(=C(C=C1)Cl)C1=NC=CC=C1)=O (3-chloro-4-(4-chloro-3-(pyridin-2-yl)phenylcarbamoyl)benzoic acid), NC[C@H](C)O ((S)-1-amino-2-propanol). Yields the product ClC1=C(C(=O)NC2=CC(=C(C=C2)Cl)C2=NC=CC=C2)C=CC(=C1)C(=O)NC[C@H](C)O ((S)-2-chloro-N1-(4-chloro-3-(pyridin-2-yl)phenyl)-N4-(2-hydroxypropyl)terephthalamide). RXN SMILES: [Cl:1][C:2]1[CH:3]=[C:4]([CH:8]=[CH:9][C:10]=1[C:11](=[O:26])[NH:12][C:13]1[CH:18]=[CH:17][C:16]([Cl:19])=[C:15]([C:20]2[CH:25]=[CH:24][CH:23]=[CH:22][N:21]=2)[CH:14]=1)[C:5]([OH:7])=O.[NH2:27][CH2:28][C@@H:29]([OH:31])[CH3:30]>>[Cl:1][C:2]1[CH:3]=[C:4]([C:5]([NH:27][CH2:28][C@@H:29]([OH:31])[CH3:30])=[O:7])[CH:8]=[CH:9][C:10]=1[C:11]([NH:12][C:13]1[CH:18]=[CH:17][C:16]([Cl:19])=[C:15]([C:20]2[CH:25]=[CH:24][CH:23]=[CH:22][N:21]=2)[CH:14]=1)=[O:26]. Procedure details: 75 mg of 3-chloro-4-(4-chloro-3-(pyridin-2-yl)phenylcarbamoyl)benzoic acid was coupled to (S)-1-amino-2-propanol via Procedure G. The product was purified on reverse phase HPLC to yield (S)-2-chloro-N1-(4-chloro-3-(pyridin-2-yl)phenyl)-N4-(2-hydroxypropyl)terephthalamide. MS (Q1) 444 (M)+. Starting materials: C(C)OC(C1=C(C=C(C=C1)C#CC1=CC=2C(CCC(C2C=C1)N(C)C1CC1)(C)C)F)=O (4-[5-(cyclopropyl-methyl-amino)-8,8-dimethyl-5,6,7,8-tetrahydro-naphthalene-2-ylethynyl]-2-fluoro-benzoic acid ethyl ester), C(C)OC(C1=C(C=C(C=C1)C#CC1=CC=2C(CCC(C2C=C1)N(C)C1CC1)(C)C)F)=O (4-[5-(cyclopropyl-methyl-amino)-8,8-dimethyl-5,6,7,8-tetrahydro-naphthalene-2-ylethynyl]-2-fluoro-benzoic acid ethyl ester), C(C)(=O)OC1=C(C=C(C=C1)O)C(C)(C)C (t-butyl-4-hydroxy-phenyl acetate), C(C)(C)(C)OC(CC1=CC=C(C=C1)O)=O (4-Hydroxy phenyl acetic acid-t-butyl ester), C1(=CC=CC=C1)P(CCCP(C1=CC=CC=C1)C1=CC=CC=C1)C1=CC=CC=C1 (1,3-bis(diphenylphosphino)propane). Reagents/catalysts: C(C)(=O)[O-].[Pd+2].C(C)(=O)[O-] (palladium acetate). The solvent is CS(=O)C (dimethylsulfoxide), C(C)N(CC)CC (triethyl amine), ClCCCl (1,2-dichloroethane). Conditions: temperature 70 celsius. The product is C(C)(C)(C)OC(=O)CC1=CC=C(C=C1)OC(=O)C1C(C=2C(CCCC2C=C1)(C)C)=O (8,8-Dimethyl-5,6,7,8-tetrahydro-naphthalene-1-one-2-carboxylic acid-4-(tert-butoxycarbonylmethyl)phenyl ester). Yield: 53.0%. RXN SMILES: [CH2:1]([O:3]C(=O)C1C=CC(C#CC2C=CC3C(N(C4CC4)C)CCC(C)(C)C=3C=2)=CC=1F)C.C([O:35][C:36]1[CH:41]=[CH:40][C:39](O)=[CH:38][C:37]=1[C:43]([CH3:46])([CH3:45])[CH3:44])(=O)C.[C:47]([O:51][C:52](=[O:61])[CH2:53][C:54]1[CH:59]=[CH:58][C:57]([OH:60])=[CH:56][CH:55]=1)([CH3:50])([CH3:49])[CH3:48].[C:62]1(P(C2C=CC=CC=2)CCCP(C2C=CC=CC=2)C2C=CC=CC=2)C=CC=C[CH:63]=1>CS(C)=O.C([O-])(=O)C.[Pd+2].C([O-])(=O)C.C(N(CC)CC)C.ClCCCl>[C:47]([O:51][C:52]([CH2:53][C:54]1[CH:55]=[CH:56][C:57]([O:60][C:1]([CH:41]2[CH:40]=[CH:39][C:38]3[CH2:63][CH2:62][CH2:46][C:43]([CH3:44])([CH3:45])[C:37]=3[C:36]2=[O:35])=[O:3])=[CH:58][CH:59]=1)=[O:61])([CH3:50])([CH3:48])[CH3:49] |f:5.6.7|. Procedure: A solution of 4,4-dimethyl-6-trifluoromethylsulfonyloxy-1,2,3,4-tetrahydronaphthalene-1-one (Intermediate 11, 0.14 g, 0.434 mmol), t-butyl-4-hydroxy-phenyl acetate (Reagent E, 0.14 g, 0.673 mmol), palladium acetate (0.054 g, 0.24 mmol) and 1,3-bis(diphenylphosphino)propane (0.082 g, 0.2 mmol) in a mixture of dimethylsulfoxide (1 mL), 1,2-dichloroethane (1.5 mL) and triethyl amine (1 mL) was heated at 70° C. under an atmosphere of carbon monoxide overnight. The volatiles were distilled of in vacu...